This data is from the Open Reaction Database (ORD), a public repository of structured organic reaction records. The task is: describe an organic reaction: reactants, conditions, products, and yield Starting materials: C(C)C(CO)CCCC (2-ethylhexanol), C(CCC(=O)O)(=O)O (succinic acid), monohydrate. Reaction conditions: temperature 80 celsius, time 1 hour. The product is C(CCC(=O)OCC(CCCC)CC)(=O)OCC(CCCC)CC (bis(2-ethylhexyl) succinate). As a reaction SMILES: [CH2:1]([CH:3]([CH2:6][CH2:7][CH2:8][CH3:9])[CH2:4][OH:5])[CH3:2].[C:10]([OH:17])(=[O:16])[CH2:11][CH2:12][C:13]([OH:15])=O>>[C:10]([O:17][CH2:4][CH:3]([CH2:1][CH3:2])[CH2:6][CH2:7][CH2:8][CH3:9])(=[O:16])[CH2:11][CH2:12][C:13]([O:5][CH2:4][CH:3]([CH2:1][CH3:2])[CH2:6][CH2:7][CH2:8][CH3:9])=[O:15]. Reported procedure: A four-necked flask (equipped with a stirrer, a thermometer, a Dean-Stark apparatus, and a nitrogen gas inlet tube) was charged with 2515 g (19.3 mol) of 2-ethylhexanol (manufactured by KANTO CHEMICAL CO., LTD.), 877 g (7.43 mol) of succinic acid (manufactured by Wako Pure Chemical Industries, Ltd.), and 14.1 g (0.0742 mol) of paratoluenesulfonic acid monohydrate (manufactured by Wako Pure Chemical Industries, Ltd.), and the contents were allowed to react from a state of a pressure of 16 kPa and... Starting materials: O1C(COC2=C(C(=O)CCC(=O)OC)C=C(C=C2)OC)C1 (Methyl 3-[2-(2,3-epoxypropoxy)-5-methoxybenzoyl]-propionate), C(C)(C)(C)N (t-butylamine), Example 2 ( i ). Yields the product C(C)(C)(C)NCC(COC1=C(C(=O)CCC(=O)OC)C=C(C=C1)OC)O (methyl 3-[2-(3-t-butylamino-2-hydroxypropoxy)-5-methoxybenzoyl]-propionate). Reaction SMILES: [O:1]1[CH2:21][CH:2]1[CH2:3][O:4][C:5]1[CH:18]=[CH:17][C:16]([O:19][CH3:20])=[CH:15][C:6]=1[C:7]([CH2:9][CH2:10][C:11]([O:13][CH3:14])=[O:12])=[O:8].[C:22]([NH2:26])([CH3:25])([CH3:24])[CH3:23]>>[C:22]([NH:26][CH2:21][CH:2]([OH:1])[CH2:3][O:4][C:5]1[CH:18]=[CH:17][C:16]([O:19][CH3:20])=[CH:15][C:6]=1[C:7]([CH2:9][CH2:10][C:11]([O:13][CH3:14])=[O:12])=[O:8])([CH3:25])([CH3:24])[CH3:23]. Procedure details: Methyl 3-[2-(2,3-epoxypropoxy)-5-methoxybenzoyl]-propionate was reacted with t-butylamine in a similar manner to that described in Example 2 (i) to give methyl 3-[2-(3-t-butylamino-2-hydroxypropoxy)-5-methoxybenzoyl]-propionate, which recrystallised from ether, had m.p. 70° - 72° C. (Found: C, 62.22; H, 8.22; N, 3.65; C19H29NO6 requires: C, 62.10; H, 7.96; N, 3.81%) Starting materials: C(=S)=S (carbon disulfide), ClC1=C(N)C=CC(=C1)Cl (2,4-dichloroaniline), C([O-])([O-])=O.[K+].[K+] (potassium carbonate). The solvent is CN(C=O)C (dimethylformamide). Reaction conditions: temperature 150 celsius. Product: ClC1=CC2=C(N=C(S2)S)C=C1 (6-chloro-2-mercaptobenzothiazole). Isolated yield 93.0%. As a reaction SMILES: [C:1](=[S:3])=[S:2].Cl[C:5]1[CH:11]=[C:10]([Cl:12])[CH:9]=[CH:8][C:6]=1[NH2:7].C(=O)([O-])[O-].[K+].[K+]>CN(C)C=O>[Cl:12][C:10]1[CH:11]=[CH:5][C:6]2[N:7]=[C:1]([SH:3])[S:2][C:8]=2[CH:9]=1 |f:2.3.4|. Procedure: 91 g of carbon disulfide are added dropwise to a stirred suspension of 162 g of 2,4-dichloroaniline and 414 g of potassium carbonate in 1,000 ml of dimethylformamide at about 25°-30° C. in the course of 40 minutes, under a nitrogen atmosphere. The mixture is then warmed to an internal temperature of 150° C. in the course of 2 hours, and this temperature is maintained for 16 hours. The batch is cooled and filtered and the filtrate is largely freed from dimethylformamide. 600 ml of water are added... Reactants: Cl.Cl.N1CCC(CC1)N1CCC2(CC1)CSC1=C(O2)C2=CC=CC=C2C(C1=O)=O (1′-piperidin-4-ylspiro[naphtho[1,2-b][1,4]oxathiine-2,4′-piperidine]-5,6-dione bis-hydrochloride), C(C)(C)(C)C1=CC=C(OC[C@H]2OC2)C=C1 ((2S)-2-[(4-tert-butylphenoxy)methyl]oxirane), CCN(C(C)C)C(C)C (hunig's base). The product is C(C)(C)(C)C1=CC=C(OC[C@H](CN2CCC(CC2)N2CCC3(CC2)CSC2=C(O3)C3=CC=CC=C3C(C2=O)=O)O)C=C1 (1′-{1-[(2S)-3-(4-tert-butylphenoxy)-2-hydroxypropyl]piperidin-4-yl}spiro[naphtho[1,2-b][1,4]oxathiine-2,4′-piperidine]-5,6-dione). RXN SMILES: Cl.Cl.[NH:3]1[CH2:8][CH2:7][CH:6]([N:9]2[CH2:14][CH2:13][C:12]3([O:19][C:18]4[C:20]5[C:25]([C:26](=[O:29])[C:27](=[O:28])[C:17]=4[S:16][CH2:15]3)=[CH:24][CH:23]=[CH:22][CH:21]=5)[CH2:11][CH2:10]2)[CH2:5][CH2:4]1.[C:30]([C:34]1[CH:44]=[CH:43][C:37]([O:38][CH2:39][C@@H:40]2[CH2:42][O:41]2)=[CH:36][CH:35]=1)([CH3:33])([CH3:32])[CH3:31].CCN(C(C)C)C(C)C>>[C:30]([C:34]1[CH:44]=[CH:43][C:37]([O:38][CH2:39][C@@H:40]([OH:41])[CH2:42][N:3]2[CH2:4][CH2:5][CH:6]([N:9]3[CH2:14][CH2:13][C:12]4([O:19][C:18]5[C:20]6[C:25]([C:26](=[O:29])[C:27](=[O:28])[C:17]=5[S:16][CH2:15]4)=[CH:24][CH:23]=[CH:22][CH:21]=6)[CH2:11][CH2:10]3)[CH2:7][CH2:8]2)=[CH:36][CH:35]=1)([CH3:31])([CH3:32])[CH3:33] |f:0.1.2|. Procedure: Compound 198 was synthesized using 1′-piperidin-4-ylspiro[naphtho[1,2-b][1,4]oxathiine-2,4′-piperidine]-5,6-dione bis-hydrochloride, (2S)-2-[(4-tert-butylphenoxy)methyl]oxirane, hunig's base and conditions outlined in procedure Y. M.p.=190-193° C.; 400 MHz 1H NMR (CDCl3) δ: 8.04-8.02 (m, 1 H), 7.74-7.67 (m, 2 H), 7.51-7.47 (m, 1 H), 7.30-7.28 (m, 2 H), 6.85-6.83 (m, 2 H), 4.30 (t, 1 H), 4.02-3.94 (m, 2 H), 3.46-3.1 (m, 3 H), 2.95-2.92 (m, 4 H), 2.82 (d, 2 H), 2.72 (t, 2 H), 2.65 (bs, 2 H), 2.45 ... Starting materials: bicyclic acetoxy ester, C(C)(=O)OC(C(CCCC1(OCC2(CCC1O2)CC(=O)OCC)C)C)CCC(=C)C (ethyl(1RS,4SR,5RS)-4-(5-acetoxy-4,8-dimethyl-8-nonenyl)-4-methyl-3,8-dioxabicyclo[3.2.1]octane-1-acetate), resultant mixture, C(=O)(O)[O-].[Na+] (NaHCO3), O.C1(=CC=C(C=C1)S(=O)(=O)O)C (p-Toluenesulfonic acid monohydrate), O (H2O). Run in C1=CC=CC=C1 (benzene), C1=CC=CC=C1 (benzene), CCOCC (ether), C1=CC=CC=C1 (benzene). Reaction conditions: temperature 130 celsius. The product is C(C)OC(CC12COC(C(CC1)O2)(C)CCCC(C(CC=C(C)C)OC(C)=O)C)=O (ethyl(1RS, 4SR,5RS)-4-(5-acetoxy-4,8-dimethyl-7-nonenyl)-4-methyl-3,8-dioxabicyclo[3.2.1]octane-1-acetate). The yield is 94.6%. As a reaction SMILES: O.C1(C)C=CC(S(O)(=O)=O)=CC=1.[C:13]([O:16][CH:17]([CH2:38][CH2:39][C:40]([CH3:42])=[CH2:41])[CH:18]([CH3:37])[CH2:19][CH2:20][CH2:21][C:22]1([CH3:36])[CH:28]2[O:29][C:25]([CH2:30][C:31]([O:33][CH2:34][CH3:35])=[O:32])([CH2:26][CH2:27]2)[CH2:24][O:23]1)(=[O:15])[CH3:14].C([O-])(O)=O.[Na+].O>C1C=CC=CC=1.CCOCC>[CH2:34]([O:33][C:31](=[O:32])[CH2:30][C:25]12[O:29][CH:28]([CH2:27][CH2:26]1)[C:22]([CH2:21][CH2:20][CH2:19][CH:18]([CH3:37])[CH:17]([O:16][C:13](=[O:15])[CH3:14])[CH2:38][CH:39]=[C:40]([CH3:42])[CH3:41])([CH3:36])[O:23][CH2:24]2)[CH3:35] |f:0.1,3.4|. Procedure details: p-Toluenesulfonic acid monohydrate (8.2 mg) is added to benzene (12 ml). The mixture is stirred and refluxed in a Dean-Stark apparatus and some of the benzene (4 ml) is drained from the side-arm. The bicyclic acetoxy ester, ethyl(1RS,4SR,5RS)-4-(5-acetoxy-4,8-dimethyl-8-nonenyl)-4-methyl-3,8-dioxabicyclo[3.2.1]octane-1-acetate (85 mg, 0.2 mM), dissolved in benzene (6 ml), is added at room temperature to the above mixture and the resultant mixture is stirred and refluxed (bath at 130° C.) for two... The reactants are BrCCCOc1ccc(-c2ccccc2)cc1, CC(C)(C)OC(=O)CCc1ccc(O)cc1CNC(=O)c1ccccc1, [K+], [K+], O=C([O-])[O-], CN(C)C=O, O. The product is CC(C)(C)OC(=O)CCc1ccc(OCCCOc2ccc(-c3ccccc3)cc2)cc1CNC(=O)c1ccccc1. As a reaction SMILES: [Br:1][CH2:2][CH2:3][CH2:4][O:5][c:6]1[cH:7][cH:8][c:9](-[c:12]2[cH:13][cH:14][cH:15][cH:16][cH:17]2)[cH:10][cH:11]1.[C:18]([CH3:19])([CH3:20])([CH3:21])[O:22][C:23]([CH2:24][CH2:25][c:26]1[c:27]([CH2:33][NH:34][C:35]([c:36]2[cH:37][cH:38][cH:39][cH:40][cH:41]2)=[O:42])[cH:28][c:29]([OH:32])[cH:30][cH:31]1)=[O:43].[K+:44].[K+:45].[O-:46][C:47]([O-:48])=[O:49].[O:50]=[CH:51][N:52]([CH3:53])[CH3:54].[OH2:55]>>[CH2:2]([CH2:3][CH2:4][O:5][c:6]1[cH:7][cH:8][c:9](-[c:12]2[cH:13][cH:14][cH:15][cH:16][cH:17]2)[cH:10][cH:11]1)[O:32][c:29]1[cH:28][c:27]([CH2:33][NH:34][C:35]([c:36]2[cH:37][cH:38][cH:39][cH:40][cH:41]2)=[O:42])[c:26]([CH2:25][CH2:24][C:23]([O:22][C:18]([CH3:19])([CH3:20])[CH3:21])=[O:43])[cH:31][cH:30]1. Starting materials: CC(C)C(NC(=O)OCc1ccccc1)C(=O)OCc1nc2c(N)nc3ccccc3c2n1CCCCNS(C)(=O)=O, C1CCOC1, CO, Cl, O. Product: CC(C)C(N)C(=O)OCc1nc2c(N)nc3ccccc3c2n1CCCCNS(C)(=O)=O. RXN SMILES: [CH2:1]([O:2][C:3](=[O:4])[NH:11][CH:12]([CH:13]([CH3:14])[CH3:15])[C:16](=[O:17])[O:18][CH2:19][c:20]1[n:21]([CH2:34][CH2:35][CH2:36][CH2:37][NH:38][S:39](=[O:40])(=[O:41])[CH3:42])[c:22]2[c:23]([c:24]([NH2:32])[n:25][c:26]3[cH:27][cH:28][cH:29][cH:30][c:31]23)[n:33]1)[c:5]1[cH:6][cH:7][cH:8][cH:9][cH:10]1.[CH2:45]1[O:46][CH2:47][CH2:48][CH2:49]1.[CH3:43][OH:44].[ClH:50].[OH2:51]>>[NH2:11][CH:12]([CH:13]([CH3:14])[CH3:15])[C:16](=[O:17])[O:18][CH2:19][c:20]1[n:21]([CH2:34][CH2:35][CH2:36][CH2:37][NH:38][S:39](=[O:40])(=[O:41])[CH3:42])[c:22]2[c:23]([c:24]([NH2:32])[n:25][c:26]3[cH:27][cH:28][cH:29][cH:30][c:31]23)[n:33]1.